From a dataset of the Open Reaction Database (ORD), a public repository of structured organic reaction records. describe an organic reaction: reactants, conditions, products, and yield Reactants: CCN=C=NCCCN(C)C, CN(C)c1ccncc1, C=CC(NCC1CC1)c1ccccc1, ClCCl, Cl, C=CCC(C(=O)O)N1C(=O)c2ccccc2C1=O. Yields the product C=CCC(C(=O)N(CC1CC1)C(C=C)c1ccccc1)N1C(=O)c2ccccc2C1=O. RXN SMILES: [CH3:19][CH2:20][N:21]=[C:22]=[N:23][CH2:24][CH2:25][CH2:26][N:27]([CH3:28])[CH3:29].[CH3:48][N:49]([c:50]1[cH:51][cH:52][n:53][cH:54][cH:55]1)[CH3:56].[CH:31]1([CH2:34][NH:35][CH:36]([CH:37]=[CH2:38])[c:39]2[cH:40][cH:41][cH:42][cH:43][cH:44]2)[CH2:32][CH2:33]1.[Cl:45][CH2:46][Cl:47].[ClH:30].[O:1]=[C:2]1[N:3]([CH:12]([C:13](=[O:14])[OH:15])[CH2:16][CH:17]=[CH2:18])[C:4](=[O:11])[c:5]2[cH:6][cH:7][cH:8][cH:9][c:10]21>>[O:1]=[C:2]1[N:3]([CH:12]([C:13](=[O:15])[N:35]([CH2:34][CH:31]2[CH2:32][CH2:33]2)[CH:36]([CH:37]=[CH2:38])[c:39]2[cH:40][cH:41][cH:42][cH:43][cH:44]2)[CH2:16][CH:17]=[CH2:18])[C:4](=[O:11])[c:5]2[cH:6][cH:7][cH:8][cH:9][c:10]21. Starting materials: [OH-].[Na+] (sodium hydroxide), O=C1CC(CC(C1)=O)C(=O)O (3,5-dioxocyclohexanecarboxylic acid), FC(C=1C=C(N)C=CC1)(F)F (3-(trifluoromethyl)aniline), FC(S(=O)(=O)[O-])(F)F.[Yb+3].FC(S(=O)(=O)[O-])(F)F.FC(S(=O)(=O)[O-])(F)F (Ytterbium(III) trifluormethanesulfonate). Solvent: O (Water), CN(C=O)C (N,N-dimethylformamide). Product: O=C1C=C(CC(C1)C(=O)O)NC1=CC(=CC=C1)C(F)(F)F (5-Oxo-3-(3-(trifluoromethyl)phenylamino)cyclohex-3-enecarboxylic acid). RXN SMILES: O=[C:2]1[CH2:7][C:6](=[O:8])[CH2:5][CH:4]([C:9]([OH:11])=[O:10])[CH2:3]1.[F:12][C:13]([F:22])([F:21])[C:14]1[CH:15]=[C:16]([CH:18]=[CH:19][CH:20]=1)[NH2:17].FC(F)(F)S([O-])(=O)=O.[Yb+3].FC(F)(F)S([O-])(=O)=O.FC(F)(F)S([O-])(=O)=O.[OH-].[Na+]>O.CN(C)C=O>[O:8]=[C:6]1[CH2:5][CH:4]([C:9]([OH:11])=[O:10])[CH2:3][C:2]([NH:17][C:16]2[CH:18]=[CH:19][CH:20]=[C:14]([C:13]([F:12])([F:21])[F:22])[CH:15]=2)=[CH:7]1 |f:2.3.4.5,6.7|. Procedure details: A mixture of 3,5-dioxocyclohexanecarboxylic acid (1.00 g, 6.41 mmol), 3-(trifluoromethyl)aniline (880 μL, 1.14 g, 4.05 mmol), Ytterbium(III) trifluormethanesulfonate (20 mg, 32 μmol, 0.5 mol %) and N,N-dimethylformamide (3 mL) is stirred at room temperature over night. Water and aqueous sodium hydroxide are added and the mixture is washed with diethyl ether. The organic layer is discarded, and the aqueous layer is acidified with aqueous hydrogen chloride and extracted with diethyl ether. The org... Reactants: N1(N=NN=C1)C1=CC2=C(C=N1)C(CC2)C(=O)[O-] (3-(1H-tetrazol-1-yl)-6,7-dihydro-5H-cyclopenta[c]pyridine-7-carboxylate), [OH-].[Li+] (lithium hydroxide). Solvent: O1CCCC1 (tetrahydrofuran), O (water). Product: N1(N=NN=C1)C1=CC2=C(C=N1)C(CC2)C(=O)O (3-(1H-tetrazol-1-yl)-6,7-dihydro-5H-cyclopenta[c]pyridine-7-carboxylic acid). RXN SMILES: [N:1]1([C:6]2[N:11]=[CH:10][C:9]3[CH:12]([C:15]([O-:17])=[O:16])[CH2:13][CH2:14][C:8]=3[CH:7]=2)[CH:5]=[N:4][N:3]=[N:2]1.[OH-].[Li+]>O1CCCC1.O>[N:1]1([C:6]2[N:11]=[CH:10][C:9]3[CH:12]([C:15]([OH:17])=[O:16])[CH2:13][CH2:14][C:8]=3[CH:7]=2)[CH:5]=[N:4][N:3]=[N:2]1 |f:1.2|. Procedure details: A solution of 3-(1H-tetrazol-1-yl)-6,7-dihydro-5H-cyclopenta[c]pyridine-7-carboxylate (235 mg, 0.958 mmol) in tetrahydrofuran (5 mL) and water (1.5 mL) at room temperature was treated with lithium hydroxide solution (1 M, 1.44 mL). After 30 min. the solution was concentrated to remove tetrahydrofuran and the remaining aqueous acidified with 1 N hydrochloric acid solution (to Ph ˜4) and extracted with ethyl acetate (3×). The combined organics were washed with brine, dried (Na2SO4), filtered and c... The reactants are C(C)C=1N=C(SC1C(=O)O)C (4-ethyl-2-methylthiazole-5-carboxylic acid), Cl (HCl). Solvent: C1CCOC1 (THF). Run at time 8 hour. Yields the product C(C)C=1N=C(SC1CO)C ((4-Ethyl-2-methyl-1,3-thiazol-5-yl)methanol). Yield: 34.0%. As a reaction SMILES: [CH2:1]([C:3]1[N:4]=[C:5]([CH3:11])[S:6][C:7]=1[C:8](O)=[O:9])[CH3:2].Cl>C1COCC1>[CH2:1]([C:3]1[N:4]=[C:5]([CH3:11])[S:6][C:7]=1[CH2:8][OH:9])[CH3:2]. Procedure: To a borane tetrahydrofuran complex solution (1.2 M in THF, 5 mL) was added 4-ethyl-2-methylthiazole-5-carboxylic acid (400 mg) at 0° C. The mixture was stirred at 0° C. to room temperature under argon atmosphere overnight. To the mixture was added 1N HCl at room temperature, and the mixture was extracted with EtOAc. The organic layer was separated, washed successively with brine and water, dried over Na2SO4 and concentrated in vacuo. The residue was purified by silica gel column chromatography ...